From a dataset of the Open Reaction Database (ORD), a public repository of structured organic reaction records. describe an organic reaction: reactants, conditions, products, and yield Starting materials: O=C([O-])[O-], Cc1cc2n(c1)C(C(=O)c1cccn1C)CCC2C(=O)OC(C)C, CO, [K+], [K+], O. Product: Cc1cc2n(c1)C(C(=O)c1cccn1C)CCC2C(=O)O. As a reaction SMILES: [C:27](=[O:28])([O-:29])[O-:30].[CH3:1][n:2]1[c:3]([C:7](=[O:8])[CH:9]2[CH2:10][CH2:11][CH:12]([C:19](=[O:20])[O:21][CH:22]([CH3:23])[CH3:24])[c:13]3[n:14]2[cH:15][c:16]([CH3:18])[cH:17]3)[cH:4][cH:5][cH:6]1.[CH3:25][OH:26].[K+:31].[K+:32].[OH2:33]>>[CH3:1][n:2]1[c:3]([C:7](=[O:8])[CH:9]2[CH2:10][CH2:11][CH:12]([C:19](=[O:20])[OH:21])[c:13]3[n:14]2[cH:15][c:16]([CH3:18])[cH:17]3)[cH:4][cH:5][cH:6]1. Reactants: CCOP(=O)(Cc1ccnc2ccccc12)OCC, ClCCl, O=C(OO)c1cccc(Cl)c1. Product: CCOP(=O)(Cc1cc[n+]([O-])c2ccccc12)OCC. Reaction SMILES: [CH2:1]([CH3:2])[O:3][P:4](=[O:5])([O:6][CH2:7][CH3:8])[CH2:9][c:10]1[cH:11][cH:12][n:13][c:14]2[cH:15][cH:16][cH:17][cH:18][c:19]12.[CH2:31]([Cl:32])[Cl:33].[Cl:20][c:21]1[cH:22][cH:23][cH:24][c:25]([C:26]([O:27][OH:29])=[O:28])[cH:30]1>>[CH2:1]([CH3:2])[O:3][P:4](=[O:5])([O:6][CH2:7][CH3:8])[CH2:9][c:10]1[cH:11][cH:12][n+:13]([O-:28])[c:14]2[cH:15][cH:16][cH:17][cH:18][c:19]12. Reactants: [H][H] (Hydrogen), [H][H] (hydrogen), [N+](=O)([O-])C=1C=C(C(=CC1)C)C (4-nitro-o-xylene), C(C)C(=O)C (methyl ethyl ketone), monohydrate. Reagents/catalysts: [Pt] (platinum on carbon). The product is C(C)(CC)NC1=CC(=C(C=C1)C)C (N-(sec-butyl)-3,4-xylidine). Isolated yield 100.9%. RXN SMILES: [N+:1]([C:4]1[CH:5]=[C:6]([CH3:11])[C:7]([CH3:10])=[CH:8][CH:9]=1)([O-])=O.[CH2:12]([C:14]([CH3:16])=O)[CH3:13].[H][H]>[Pt]>[CH:12]([NH:1][C:4]1[CH:9]=[CH:8][C:7]([CH3:10])=[C:6]([CH3:11])[CH:5]=1)([CH2:14][CH3:16])[CH3:13]. Reported procedure: A mixture of 151.2 grams (1.0 mole) 4-nitro-o-xylene, 161 grams (2.2 moles) methyl ethyl ketone, 6 grams of 5% platinum on carbon and 4.5 g of 2-nahthalenesulfonic acid monohydrate were added to a pressure vessel. Hydrogen was fed into the pressure vessel at a pressure of 20 psig. When hydrogen uptake ceased (in about 2 hours), the vessel was vented and the reaction mixture filtered. The phases were separated and the organic phase was concentrated in vacuo (at 20 mm and 70° C.) to give 178.8 g o... Solvent: C(C)O (ethanol). Reactants: C(C)N(C(C)=O)C1=CC(=CC=C1)C=1N=NC(=CC1)Cl (N-ethyl-N-[3-(6-chloro-3-pyridazinyl)phenyl]acetamide), C(C)NC(NN)=S (4-ethyl-3-thiosemicarbazide). Yields the product C(C)N(C(C)=O)C1=CC(=CC=C1)C=1C=CC=2N(N1)C(=NN2)NCC (N-Ethyl-N[3-[3-(ethylamino)-1,2,4-triazolo[4,3-b]pyridazin-6-yl]phenyl]acetamide). As a reaction SMILES: [CH2:1]([N:3]([C:7]1[CH:12]=[CH:11][CH:10]=[C:9]([C:13]2[N:14]=[N:15][C:16](Cl)=[CH:17][CH:18]=2)[CH:8]=1)[C:4](=[O:6])[CH3:5])[CH3:2].[CH2:20]([NH:22][C:23](=S)[NH:24][NH2:25])[CH3:21]>C(O)C>[CH2:1]([N:3]([C:7]1[CH:12]=[CH:11][CH:10]=[C:9]([C:13]2[CH:18]=[CH:17][C:16]3[N:15]([C:23]([NH:22][CH2:20][CH3:21])=[N:24][N:25]=3)[N:14]=2)[CH:8]=1)[C:4](=[O:6])[CH3:5])[CH3:2]. Reported procedure: A solution of 7.0 g N-ethyl-N-[3-(6-chloro-3-pyridazinyl)phenyl]acetamide and 6.0 g 4-ethyl-3-thiosemicarbazide in 200 ml ethanol was refluxed for 18 hours. The mixture was then worked up and the product chromatographed as described in Example 70. Recrystalization of the product from dichloromethane-hexane afforded 2.1 g yellow flakes, mp 171°-172° C. Starting materials: BrC1=CC=C(C=C1)N1[C@@H]2[C@H](CC1)CN(C2)C ((3aR,6aR)-1-(4-Bromo-phenyl)-5-methyl-octahydro-pyrrolo[3,4-b]pyrrole), CC1(OB(OC1(C)C)C=1C=NN(C1)C(C1=CC=CC=C1)(C1=CC=CC=C1)C1=CC=CC=C1)C (4-(4,4,5,5-tetramethyl-1,3,2-dioxaborolan-2-yl)-1-trityl-1H-pyrazole), C(#N)C1=CC=C(C=C1)B(O)O (4-cyanophenylboronic acid). Product: CN1C[C@@H]2N(CC[C@@H]2C1)C1=CC=C(C=C1)C1=CC=C(C=C1)C=1C=NN(C1)C(C1=CC=CC=C1)(C1=CC=CC=C1)C1=CC=CC=C1 ((3aR,6aR)-5-methyl-1-(4′-(1-trityl-1H-pyrazol-4-yl)biphenyl-4-yl)octahydropyrrolo[3,4-b]pyrrole). Reaction SMILES: Br[C:2]1[CH:7]=[CH:6][C:5]([N:8]2[CH2:12][CH2:11][C@@H:10]3[CH2:13][N:14]([CH3:16])[CH2:15][C@H:9]23)=[CH:4][CH:3]=1.CC1(C)C(C)(C)OB([C:25]2[CH:26]=[N:27][N:28]([C:30]([C:43]3[CH:48]=[CH:47][CH:46]=[CH:45][CH:44]=3)([C:37]3[CH:42]=[CH:41][CH:40]=[CH:39][CH:38]=3)[C:31]3[CH:36]=[CH:35][CH:34]=[CH:33][CH:32]=3)[CH:29]=2)O1.C([C:52]1[CH:57]=[CH:56][C:55](B(O)O)=[CH:54][CH:53]=1)#N>>[CH3:16][N:14]1[CH2:13][C@@H:10]2[C@@H:9]([N:8]([C:5]3[CH:6]=[CH:7][C:2]([C:52]4[CH:57]=[CH:56][C:55]([C:25]5[CH:26]=[N:27][N:28]([C:30]([C:31]6[CH:32]=[CH:33][CH:34]=[CH:35][CH:36]=6)([C:43]6[CH:48]=[CH:47][CH:46]=[CH:45][CH:44]=6)[C:37]6[CH:42]=[CH:41][CH:40]=[CH:39][CH:38]=6)[CH:29]=5)=[CH:54][CH:53]=4)=[CH:3][CH:4]=3)[CH2:12][CH2:11]2)[CH2:15]1. Procedure: The title compound was prepared according to the procedure described in Example 7D, substituting the product of Example 41A for the product of Example 7C and substituting 4-(4,4,5,5-tetramethyl-1,3,2-dioxaborolan-2-yl)-1-trityl-1H-pyrazole for 4-cyanophenylboronic acid. 1H NMR (300 MHz, CDCl3) δ ppm 7.96 (s, 1H) 7.63 (s, 1H) 7.42-7.54 (m, 6H) 7.29-7.37 (m, 9H) 7.17-7.24 (m, 6H) 6.64 (d, J=8.82 Hz, 2H) 4.11-4.23 (m, 1H) 3.49-3.61 (m, 1H) 3.23-3.35 (m, 1H) 2.91-3.03 (m, 1H) 2.66-2.78 (m, 1H) 2.51-... The solvent is CO (methanol). Starting materials: [OH-].[Na+] (sodium hydroxide), [C@@H]1(CCC2=CC=CC=C12)OC1=CC=C(C=C1)CCC(=O)OC (Methyl (S)-4-[(2,3-dihydro-1H-inden-1-yl) oxy]benzenepropanoate), Cl (Hydrochloric acid). Reaction SMILES: [C@@H:1]1([O:10][C:11]2[CH:16]=[CH:15][C:14]([CH2:17][CH2:18][C:19]([O:21]C)=[O:20])=[CH:13][CH:12]=2)[C:9]2[C:4](=[CH:5][CH:6]=[CH:7][CH:8]=2)[CH2:3][CH2:2]1.[OH-].[Na+].Cl>CO>[C@@H:1]1([O:10][C:11]2[CH:12]=[CH:13][C:14]([CH2:17][CH2:18][C:19]([OH:21])=[O:20])=[CH:15][CH:16]=2)[C:9]2[C:4](=[CH:5][CH:6]=[CH:7][CH:8]=2)[CH2:3][CH2:2]1 |f:1.2|. Reported procedure: Methyl (S)-4-[(2,3-dihydro-1H-inden-1-yl) oxy]benzenepropanoate (4.4 g, 15 mmol) was dissolved in methanol (50 mL), 1N aqueous sodium hydroxide solution (25 mL) was added and the mixture was stirred at room temperature for 18.5 hrs. 1N Hydrochloric acid (25 mL) was added thereto, and the mixture was extracted with ethyl acetate. The organic layer was washed with saturated brine, and dried over sodium sulfate. The mixture was concentrated under reduced pressure and the obtained crystals were wash... The product is [C@@H]1(CCC2=CC=CC=C12)OC1=CC=C(C=C1)CCC(=O)O ((S)-4-[(2,3-dihydro-1H-inden-1-yl) oxy]benzenepropanoic acid). Yield: 54.3%. Reaction conditions: time 18.5 hour. The reactants are C(C)OC(CN1C([C@H](C[C@H]1C)NC(=O)OC(C)(C)C)=O)=O ((3(S)-tert-butoxycarbonylamino-5(R)-methyl-2-oxo-pyrrolidin-1-yl)-acetic acid ethyl ester), [OH-].[Na+] (NaOH). Solvent: CCO (EtOH). Run at time 1 hour. Product: C(C)(C)(C)OC(=O)N[C@@H]1C(N([C@@H](C1)C)CC(=O)O)=O ((3(S)-tert-butoxycarbonylamino-5(R)-methyl-2-oxo-pyrrolidin-1-yl)-acetic acid). As a reaction SMILES: C([O:3][C:4](=[O:21])[CH2:5][N:6]1[C@H:10]([CH3:11])[CH2:9][C@H:8]([NH:12][C:13]([O:15][C:16]([CH3:19])([CH3:18])[CH3:17])=[O:14])[C:7]1=[O:20])C.[OH-].[Na+]>CCO>[C:16]([O:15][C:13]([NH:12][C@H:8]1[CH2:9][C@@H:10]([CH3:11])[N:6]([CH2:5][C:4]([OH:21])=[O:3])[C:7]1=[O:20])=[O:14])([CH3:17])([CH3:18])[CH3:19] |f:1.2|. Procedure details: To a solution 13-8 (527 mg, 1.75 mmol) in EtOH was added 1N NaOH (1.93 mL, 1.925 mmol). After stirring for 1 h, the solvents were evaporated, the mixture was diluted with EtOAc, acidified with 10% KHSO4, washed with brine, dried over MgSO4, and evaporated to give 13-9 as a white solid. Reactants: Nc1c(F)cc(Br)cc1F, CC(=O)NC(C)C, Cc1ccccc1, O=P(Cl)(Cl)Cl. The product is CC(=NC(C)C)Nc1c(F)cc(Br)cc1F. RXN SMILES: [Br:6][c:7]1[cH:8][c:9]([F:15])[c:10]([NH2:14])[c:11]([F:13])[cH:12]1.[C:16]([CH3:17])(=[O:18])[NH:19][CH:20]([CH3:21])[CH3:22].[CH3:23][c:24]1[cH:25][cH:26][cH:27][cH:28][cH:29]1.[P:1]([Cl:2])([Cl:3])([Cl:4])=[O:5]>>[Br:6][c:7]1[cH:8][c:9]([F:15])[c:10]([NH:14][C:16]([CH3:17])=[N:19][CH:20]([CH3:21])[CH3:22])[c:11]([F:13])[cH:12]1. Starting materials: NC=1C=NN(C1N1CCC(C(CC1)OCC)NC(C(F)(F)F)=O)C (N-(1-(4-amino-1-methyl-1H-pyrazol-5-yl)-5-ethoxyazepan-4-yl)-2,2,2-trifluoroacetamide), C(C)(C)(C)OC(=O)NC1=C(N=C(S1)C1=C(C=CC=C1F)F)C(=O)O (5-(tert-butoxycarbonylamino)-2-(2,6-difluorophenyl)-thiazole-4-carboxylic acid). Product: NC1=C(N=C(S1)C1=C(C=CC=C1F)F)C(=O)NC=1C=NN(C1N1CCC(C(CC1)OCC)N)C (5-amino-N-[5-(4-amino-5-ethoxy-azepan-1-yl)-1-methyl-pyrazol-4-yl]-2-(2,6-difluorophenyl)thiazole-4-carboxamide). Yield: 60.0%. As a reaction SMILES: [NH2:1][C:2]1[CH:3]=[N:4][N:5]([CH3:24])[C:6]=1[N:7]1[CH2:13][CH2:12][CH:11]([O:14][CH2:15][CH3:16])[CH:10]([NH:17]C(=O)C(F)(F)F)[CH2:9][CH2:8]1.C(OC([NH:32][C:33]1[S:37][C:36]([C:38]2[C:43]([F:44])=[CH:42][CH:41]=[CH:40][C:39]=2[F:45])=[N:35][C:34]=1[C:46](O)=[O:47])=O)(C)(C)C>>[NH2:32][C:33]1[S:37][C:36]([C:38]2[C:43]([F:44])=[CH:42][CH:41]=[CH:40][C:39]=2[F:45])=[N:35][C:34]=1[C:46]([NH:1][C:2]1[CH:3]=[N:4][N:5]([CH3:24])[C:6]=1[N:7]1[CH2:13][CH2:12][CH:11]([O:14][CH2:15][CH3:16])[CH:10]([NH2:17])[CH2:9][CH2:8]1)=[O:47]. Reported procedure: Following the procedure for Example 107, starting from N-(1-(4-amino-1-methyl-1H-pyrazol-5-yl)-5-ethoxyazepan-4-yl)-2,2,2-trifluoroacetamide and 5-(tert-butoxycarbonylamino)-2-(2,6-difluorophenyl)-thiazole-4-carboxylic acid gave 385 as a brown solid (127 mg, 60% over two steps). 1H NMR (400 MHz, CDCl3) δ 8.61 (s, 1H), 7.85 (s, 1H), 7.42-7.28 (m, 1H), 7.04 (t, J=8.9 Hz, 2H), 6.19 (s, 2H), 3.78-3.58 (m, 4H), 3.47-3.35 (m, 1H), 3.38-3.25 (m, 2H), 3.25-3.16 (m, 3H), 3.09-3.01 (m, 1H), 2.13 (d, J=14.... The yield is 24.0%. The reactants are [N+](=O)([O-])C1=CC=C2C(C(=O)OC(N2)=O)=C1 (5-nitroisatoic anhydride), FC=1C=C2C(C(NC2=CC1)=O)=O (5-fluoroisatin), ClC1=CC=C2C(C(=O)OC(N2)=O)=C1 (5-chloroisatoic anhydride), N1C(=O)C(=O)C2=CC=CC=C12 (isatin). As a reaction SMILES: [N+:1]([C:4]1[CH:15]=[C:8]2[C:9]([O:11][C:12](=O)[NH:13][C:7]2=[CH:6][CH:5]=1)=O)([O-:3])=[O:2].Cl[C:17]1[CH:28]=[C:21]2[C:22](OC(=O)[NH:26][C:20]2=[CH:19][CH:18]=1)=[O:23].N1C2C(=CC=CC=2)C(=O)C1=O.FC1C=C2C(=CC=1)NC(=O)C2=O>CN(C=O)C>[N+:1]([C:4]1[CH:15]=[C:8]2[C:7](=[CH:6][CH:5]=1)[N:13]=[C:12]1[C:22](=[O:23])[C:21]3[C:20]([N:26]1[C:9]2=[O:11])=[CH:19][CH:18]=[CH:17][CH:28]=3)([O-:3])=[O:2]. Reported procedure: Using the procedure in Example 12, and substituting NMP for DMF, 5-nitroisatoic anhydride for 5-chloroisatoic anhydride and isatin for 5-fluoroisatin gave 495 mg (24%) of the title compound: mp 349° C. (dec); 1H NMR(CDCl3)δ 7.46-7.54 (m, 1H), 7.84-8.00 (m, 3H), 8.18-8.22 (m, 1H), 8.62-8.68 (m, 2H). The solvent is CN(C)C=O (DMF). Product: [N+](=O)([O-])C=1C=C2C(N3C(=NC2=CC1)C(C1=CC=CC=C13)=O)=O (2-Nitroindolo[2,1-b]quinazoline-6,12-dione).